This data is from the Open Reaction Database (ORD), a public repository of structured organic reaction records. The task is: describe an organic reaction: reactants, conditions, products, and yield The reactants are C(C)(C)(C)C1=CC=C(C=C1)S(=O)(=O)NC1=NC=NC(=C1C1=CC=C(C=C1)C)OCCOC1=NC=C(C=N1)C=O (4-tert-butyl-N-[6-{2-(5-formylpyrimidin-2-yloxy)ethoxy}-5-(4-methylphenyl)pyrimidin-4-yl]benzenesulfonamide), [BH4-].[Na+] (sodium borohydride), [Cl-].[NH4+] (ammonium chloride). The solvent is O1CCCC1.C(C)(C)O (tetrahydrofuran isopropanol). Yields the product C(C)(C)(C)C1=CC=C(C=C1)S(=O)(=O)NC1=NC=NC(=C1C1=CC=C(C=C1)C)OCCOC1=NC=C(C=N1)CO (4-tert-butyl-N-[6-{2-(5-hydroxymethylpyrimidin-2-yloxy)ethoxy}-5-(4-methylphenyl)pyrimidin-4-yl]benzenesulfonamide). The yield is 66.9%. As a reaction SMILES: [C:1]([C:5]1[CH:10]=[CH:9][C:8]([S:11]([NH:14][C:15]2[C:20]([C:21]3[CH:26]=[CH:25][C:24]([CH3:27])=[CH:23][CH:22]=3)=[C:19]([O:28][CH2:29][CH2:30][O:31][C:32]3[N:37]=[CH:36][C:35]([CH:38]=[O:39])=[CH:34][N:33]=3)[N:18]=[CH:17][N:16]=2)(=[O:13])=[O:12])=[CH:7][CH:6]=1)([CH3:4])([CH3:3])[CH3:2].[BH4-].[Na+].[Cl-].[NH4+]>O1CCCC1.C(O)(C)C>[C:1]([C:5]1[CH:6]=[CH:7][C:8]([S:11]([NH:14][C:15]2[C:20]([C:21]3[CH:22]=[CH:23][C:24]([CH3:27])=[CH:25][CH:26]=3)=[C:19]([O:28][CH2:29][CH2:30][O:31][C:32]3[N:37]=[CH:36][C:35]([CH2:38][OH:39])=[CH:34][N:33]=3)[N:18]=[CH:17][N:16]=2)(=[O:13])=[O:12])=[CH:9][CH:10]=1)([CH3:4])([CH3:2])[CH3:3] |f:1.2,3.4,5.6|. Procedure: To a solution of 4-tert-butyl-N-[6-{2-(5-formylpyrimidin-2-yloxy)ethoxy}-5-(4-methylphenyl)pyrimidin-4-yl]benzenesulfonamide (143 mg) in tetrahydrofuran-isopropanol (4 ml-4 ml) is added sodium borohydride (13 mg) under ice-cooling, and the mixture is reacted for two hours. The mixture is treated with aqueous ammonium chloride solution, and extracted with ethyl acetate. The ethyl acetate layer is washed, dried, and evaporated to remove the solvent. The residue is purified by silica gel column chr...